This data is from the Open Reaction Database (ORD), a public repository of structured organic reaction records. The task is: describe an organic reaction: reactants, conditions, products, and yield The reactants are CCOC(C)=O, CS(=O)c1ncc2c(n1)N(C1CCCC1)C(=O)NC2, ClC(Cl)Cl, Nc1ccc(N2CCCCC2)cc1, CC1(C)C2CCC1(CS(=O)(=O)O)C(=O)C2, C1COCCO1. Yields the product O=C1NCc2cnc(Nc3ccc(N4CCCCC4)cc3)nc2N1C1CCCC1. Reaction SMILES: [CH3:58][CH2:59][O:60][C:61](=[O:62])[CH3:63].[CH:14]1([N:19]2[C:20](=[O:32])[NH:21][CH2:22][c:23]3[c:24]2[n:25][c:26]([S:29]([CH3:30])=[O:31])[n:27][cH:28]3)[CH2:15][CH2:16][CH2:17][CH2:18]1.[CH:54]([Cl:55])([Cl:56])[Cl:57].[NH2:1][c:2]1[cH:3][cH:4][c:5]([N:8]2[CH2:9][CH2:10][CH2:11][CH2:12][CH2:13]2)[cH:6][cH:7]1.[O:33]=[S:34](=[O:35])([OH:36])[CH2:37][C:38]12[CH2:39][CH2:40][CH:41]([C:42]1([CH3:43])[CH3:44])[CH2:45][C:46]2=[O:47].[O:48]1[CH2:49][CH2:50][O:51][CH2:52][CH2:53]1>>[NH:1]([c:2]1[cH:3][cH:4][c:5]([N:8]2[CH2:9][CH2:10][CH2:11][CH2:12][CH2:13]2)[cH:6][cH:7]1)[c:26]1[n:25][c:24]2[c:23]([cH:28][n:27]1)[CH2:22][NH:21][C:20](=[O:32])[N:19]2[CH:14]1[CH2:15][CH2:16][CH2:17][CH2:18]1. The reactants are Cc1ccccc1, CSc1cc(F)ccc1CN, COC(=O)c1nc(N(C)S(=O)(=O)c2cn(C)cn2)c2cccnc2c1O. The product is CSc1cc(F)ccc1CNC(=O)c1nc(N(C)S(=O)(=O)c2cn(C)cn2)c2cccnc2c1O. Reaction SMILES: [CH3:38][c:39]1[cH:40][cH:41][cH:42][cH:43][cH:44]1.[F:27][c:28]1[cH:29][c:30]([S:36][CH3:37])[c:31]([CH2:34][NH2:35])[cH:32][cH:33]1.[OH:1][c:2]1[c:3]([C:23]([O:25][CH3:24])=[O:26])[n:4][c:5]([N:12]([S:13](=[O:14])(=[O:15])[c:16]2[n:17][cH:18][n:19]([CH3:21])[cH:20]2)[CH3:22])[c:6]2[cH:7][cH:8][cH:9][n:10][c:11]12>>[OH:1][c:2]1[c:3]([C:23](=[O:25])[NH:35][CH2:34][c:31]2[c:30]([S:36][CH3:37])[cH:29][c:28]([F:27])[cH:33][cH:32]2)[n:4][c:5]([N:12]([S:13](=[O:14])(=[O:15])[c:16]2[n:17][cH:18][n:19]([CH3:21])[cH:20]2)[CH3:22])[c:6]2[cH:7][cH:8][cH:9][n:10][c:11]12. Reactants: C1(=CC=CC=C1)B(O)O (Phenylboronic acid), BrC1=CC=C(C=N1)C1=NC2=CC=CC=C2C(N1C1=CC=C(C=C1)C(C)CC)=O (2-(6-bromopyridin-3-yl)-3-(4-sec-butylphenyl)quinazolin-4(3H)-one). The reagents and catalysts are C=1C=CC(=CC1)[P](C=2C=CC=CC2)(C=3C=CC=CC3)[Pd]([P](C=4C=CC=CC4)(C=5C=CC=CC5)C=6C=CC=CC6)([P](C=7C=CC=CC7)(C=8C=CC=CC8)C=9C=CC=CC9)[P](C=1C=CC=CC1)(C=1C=CC=CC1)C=1C=CC=CC1 (Pd(PPh3)4). Run in C(=O)([O-])[O-].[Na+].[Na+] (Na2CO3), COCCOC (DME). Product: C(C)(CC)C1=CC=C(C=C1)N1C(=NC2=CC=CC=C2C1=O)C=1C=NC=C(C1)C1=CC=CC=C1 (3-(4-sec-butylphenyl)-2-(5-phenylpyridin-3-yl)quinazolin-4(3H)-one). The yield is 46.3%. Reaction SMILES: [C:1]1(B(O)O)[CH:6]=[CH:5][CH:4]=[CH:3][CH:2]=1.Br[C:11]1[N:16]=[CH:15][C:14]([C:17]2[N:26]([C:27]3[CH:32]=[CH:31][C:30]([CH:33]([CH2:35][CH3:36])[CH3:34])=[CH:29][CH:28]=3)[C:25](=[O:37])[C:24]3[C:19](=[CH:20][CH:21]=[CH:22][CH:23]=3)[N:18]=2)=[CH:13][CH:12]=1>C([O-])([O-])=O.[Na+].[Na+].COCCOC.C1C=CC([P]([Pd]([P](C2C=CC=CC=2)(C2C=CC=CC=2)C2C=CC=CC=2)([P](C2C=CC=CC=2)(C2C=CC=CC=2)C2C=CC=CC=2)[P](C2C=CC=CC=2)(C2C=CC=CC=2)C2C=CC=CC=2)(C2C=CC=CC=2)C2C=CC=CC=2)=CC=1>[CH:33]([C:30]1[CH:29]=[CH:28][C:27]([N:26]2[C:25](=[O:37])[C:24]3[C:19](=[CH:20][CH:21]=[CH:22][CH:23]=3)[N:18]=[C:17]2[C:14]2[CH:15]=[N:16][CH:11]=[C:12]([C:1]3[CH:6]=[CH:5][CH:4]=[CH:3][CH:2]=3)[CH:13]=2)=[CH:32][CH:31]=1)([CH2:35][CH3:36])[CH3:34] |f:2.3.4,^1:53,55,74,93|. Reported procedure: Phenylboronic acid (0.058 g, 0.48 mmol) and Pd(PPh3)4 (0.004 g) were added to a mixture of 2-(6-bromopyridin-3-yl)-3-(4-sec-butylphenyl)quinazolin-4(3H)-one (0.175 g, 0.40 mmol) in 2 M Na2CO3 (0.4 mL) and DME (15 mL). After refluxing for 5 hours, the reaction mixture was concentrated in vacuo. The residue was dissolved in CHCl3 and washed with H2O, then brine, dried (Na2SO4), filtered, and concentrated in vacuo. Purification by flash chromatography on silica gel, eluting with 0% to 60% of EtOAc ... Starting materials: NC1=C(C(=O)O)C=CC=C1OC (2-amino-3-methoxybenzoic acid), N1=CC=CC=C1 (pyridine), C(=O)(OCC(Cl)(Cl)Cl)Cl (Troc—Cl). Solvent: ClCCl (dichloromethane). Reaction conditions: time 8 hour. Yields the product COC=1C(=C(C(=O)O)C=CC1)NC(=O)OCC(Cl)(Cl)Cl (3-methoxy-2-(2′,2′,2′-trichloroethoxycarbonylamino)benzoic acid). Yield: 69.1%. RXN SMILES: [NH2:1][C:2]1[C:10]([O:11][CH3:12])=[CH:9][CH:8]=[CH:7][C:3]=1[C:4]([OH:6])=[O:5].N1C=CC=CC=1.[C:19](Cl)([O:21][CH2:22][C:23]([Cl:26])([Cl:25])[Cl:24])=[O:20]>ClCCl>[CH3:12][O:11][C:10]1[C:2]([NH:1][C:19]([O:21][CH2:22][C:23]([Cl:26])([Cl:25])[Cl:24])=[O:20])=[C:3]([CH:7]=[CH:8][CH:9]=1)[C:4]([OH:6])=[O:5]. Procedure details: 2-amino-3-methoxybenzoic acid 97 (1 g, 6.0 mmol) and pyridine (0.97 mL, 12.0 mmol) were dissolved in dry dichloromethane (30 mL). The resulting mixture was cooled and Troc—Cl (0.9 mL, 6.6 mmol) was added drop wise. The reaction mixture was allowed to stir overnight at room temperature, then washed with HCl (1N, 50 mL), water (50 mL) and brine (50 mL). The organic phase was dried over MgSO4 and evaporated to yield 1.42 g of crude product, which was used in the next step without further purificati... Starting materials: OC=1C=NC2=C(N1)C=CC=C2 (2-hydroxy-benzopyrazine), CN(C1=CC=CC=C1)C (dimethylaniline), P(=O)(Cl)(Cl)Cl (phosphorus oxychloride). The product is ClC=1C=NC2=C(N1)C=CC=C2 (2-chloro-benzopyrazine). Yield: 87.5%. RXN SMILES: O[C:2]1[CH:3]=[N:4][C:5]2[CH:11]=[CH:10][CH:9]=[CH:8][C:6]=2[N:7]=1.CN(C)C1C=CC=CC=1.P(Cl)(Cl)([Cl:23])=O>>[Cl:23][C:2]1[CH:3]=[N:4][C:5]2[CH:11]=[CH:10][CH:9]=[CH:8][C:6]=2[N:7]=1. Procedure details: A mixture of 74 g (0.5 mole) of 2-hydroxy-benzopyrazine, 12 g of dimethylaniline and 250 ml of phosphorus oxychloride was heated under reflux for 10 minutes. At about 80° C, all the material had dissolved; the reaction solution was cooled and poured onto ice, and the product was filtered off. The residue was dried on clay and was then taken up in petroleum ether, and the solution was filtered through active charcoal. The reaction solution was evaporated and 78 g (87.5% of theory) of 2-chloro-ben... Reported procedure: The title compound was synthesized in a manner analogous to that described Example 475, using (R)-methyl 2-(tert-butoxycarbonyl)-3-iodopropanoate and 4-chloro-2-(trifluoromethyl)pyrimidine. Starting materials: C(C)(C)(C)OC(=O)[C@@H](C(=O)OC)CI ((R)-methyl 2-(tert-butoxycarbonyl)-3-iodopropanoate), ClC1=NC(=NC=C1)C(F)(F)F (4-chloro-2-(trifluoromethyl)pyrimidine). Product: C(C)(C)(C)OC(=O)[C@H](C(=O)OC)CC1=NC(=NC=C1)C(F)(F)F ((S)-methyl 2-(tert-butoxycarbonyl)-3-(2-(trifluoromethyl)pyrimidin-4-yl)propanoate). As a reaction SMILES: [C:1]([O:5][C:6]([C@H:8]([CH2:13]I)[C:9]([O:11][CH3:12])=[O:10])=[O:7])([CH3:4])([CH3:3])[CH3:2].Cl[C:16]1[CH:21]=[CH:20][N:19]=[C:18]([C:22]([F:25])([F:24])[F:23])[N:17]=1>>[C:1]([O:5][C:6]([C@@H:8]([CH2:13][C:16]1[CH:21]=[CH:20][N:19]=[C:18]([C:22]([F:25])([F:24])[F:23])[N:17]=1)[C:9]([O:11][CH3:12])=[O:10])=[O:7])([CH3:4])([CH3:3])[CH3:2].